This data is from the Open Reaction Database (ORD), a public repository of structured organic reaction records. The task is: describe an organic reaction: reactants, conditions, products, and yield Starting materials: Cl.Cl.C12(CNCC2C1)COC=1C(=NC=CC1)C(=O)OCC (ethyl 3-(3-azabicyclo[3.1.0]hexan-1-ylmethoxy)picolinate dihydrochloride), FC([C@@H]1CC[C@H](CC1)C(=O)O)(F)F (trans-4-(trifluoromethyl)cyclohexanecarboxylic acid), N1C(=CC2=CC=CC=C12)C(=O)O (indole-2-carboxylic acid). Product: FC([C@@H]1CC[C@H](CC1)C(=O)N1CC2(CC2C1)COC=1C(=NC=CC1)C(=O)OCC)(F)F (ethyl 3-((3-(trans-4-(trifluoromethyl)cyclohexanecarbonyl)-3-azabicyclo[3.1.0]hexan-1-yl)methoxy)picolinate). RXN SMILES: Cl.Cl.[C:3]12([CH2:9][O:10][C:11]3[C:12]([C:17]([O:19][CH2:20][CH3:21])=[O:18])=[N:13][CH:14]=[CH:15][CH:16]=3)[CH2:8][CH:7]1[CH2:6][NH:5][CH2:4]2.[F:22][C:23]([F:34])([F:33])[C@H:24]1[CH2:29][CH2:28][C@H:27]([C:30](O)=[O:31])[CH2:26][CH2:25]1.N1C2C(=CC=CC=2)C=C1C(O)=O>>[F:22][C:23]([F:33])([F:34])[C@H:24]1[CH2:25][CH2:26][C@H:27]([C:30]([N:5]2[CH2:6][CH:7]3[C:3]([CH2:9][O:10][C:11]4[C:12]([C:17]([O:19][CH2:20][CH3:21])=[O:18])=[N:13][CH:14]=[CH:15][CH:16]=4)([CH2:8]3)[CH2:4]2)=[O:31])[CH2:28][CH2:29]1 |f:0.1.2|. Procedure: The title compound was prepared according to the procedure described in Step 3 of EXAMPLE 1 using ethyl 3-(3-azabicyclo[3.1.0]hexan-1-ylmethoxy)picolinate dihydrochloride (EXAMPLE 88, Step 2) and trans-4-(trifluoromethyl)cyclohexanecarboxylic acid instead of (R)-3-(pyrrolidin-2-ylmethoxy)picolinamide dihydrochloride and indole-2-carboxylic acid. The reactants are O=C(O)C1CCN(CCc2ccc(Nc3ncc(Br)cn3)cc2)CC1, O=C([O-])[O-], C1COCCO1, CC1(C)OB(c2ccc(OC(F)F)cc2)OC1(C)C, [Na+], [Na+], c1ccc(P(c2ccccc2)(c2ccccc2)[Pd](P(c2ccccc2)(c2ccccc2)c2ccccc2)(P(c2ccccc2)(c2ccccc2)c2ccccc2)P(c2ccccc2)(c2ccccc2)c2ccccc2)cc1. Yields the product O=C(O)C1CCN(CCc2ccc(Nc3ncc(-c4ccc(OC(F)F)cc4)cn3)cc2)CC1. As a reaction SMILES: [Br:1][c:2]1[cH:3][n:4][c:5]([NH:8][c:9]2[cH:10][cH:11][c:12]([CH2:13][CH2:14][N:15]3[CH2:16][CH2:17][CH:18]([C:21](=[O:22])[OH:23])[CH2:19][CH2:20]3)[cH:24][cH:25]2)[n:6][cH:7]1.[C:45](=[O:46])([O-:47])[O-:48].[CH2:51]1[O:52][CH2:53][CH2:54][O:55][CH2:56]1.[F:26][CH:27]([O:28][c:29]1[cH:30][cH:31][c:32]([B:35]2[O:36][C:37]([CH3:38])([CH3:39])[C:40]([CH3:41])([CH3:42])[O:43]2)[cH:33][cH:34]1)[F:44].[Na+:49].[Na+:50].[cH:57]1[cH:58][cH:59][c:60]([P:61]([Pd:62]([P:63]([c:64]2[cH:65][cH:66][cH:67][cH:68][cH:69]2)([c:70]2[cH:71][cH:72][cH:73][cH:74][cH:75]2)[c:76]2[cH:77][cH:78][cH:79][cH:80][cH:81]2)([P:82]([c:83]2[cH:84][cH:85][cH:86][cH:87][cH:88]2)([c:89]2[cH:90][cH:91][cH:92][cH:93][cH:94]2)[c:95]2[cH:96][cH:97][cH:98][cH:99][cH:100]2)[P:101]([c:102]2[cH:103][cH:104][cH:105][cH:106][cH:107]2)([c:108]2[cH:109][cH:110][cH:111][cH:112][cH:113]2)[c:114]2[cH:115][cH:116][cH:117][cH:118][cH:119]2)([c:120]2[cH:121][cH:122][cH:123][cH:124][cH:125]2)[c:126]2[cH:127][cH:128][cH:129][cH:130][cH:131]2)[cH:132][cH:133]1>>[c:2]1(-[c:32]2[cH:31][cH:30][c:29]([O:28][CH:27]([F:26])[F:44])[cH:34][cH:33]2)[cH:3][n:4][c:5]([NH:8][c:9]2[cH:10][cH:11][c:12]([CH2:13][CH2:14][N:15]3[CH2:16][CH2:17][CH:18]([C:21](=[O:22])[OH:23])[CH2:19][CH2:20]3)[cH:24][cH:25]2)[n:6][cH:7]1. Reactants: ClC=1C=C(C(=O)OO)C=CC1 (3-Chloroperoxybenzoic acid), N1(C=NC=2C=NC=3C=CC=CC3C21)CCCNC(OC(C)(C)C)=O (tert-butyl 3-(1H-imidazo[4,5-c]quinolin-1-yl)propylcarbamate). The solvent is C(Cl)(Cl)Cl (chloroform). Yields the product [O-][N+]1=CC2=C(C=3C=CC=CC13)N(C=N2)CCCNC(OC(C)(C)C)=O (tert-butyl 3-(5-oxido-1H-imidazo[4,5-c]quinolin-1-yl)propylcarbamate). RXN SMILES: ClC1C=C(C=CC=1)C(OO)=[O:6].[N:12]1([CH2:25][CH2:26][CH2:27][NH:28][C:29](=[O:35])[O:30][C:31]([CH3:34])([CH3:33])[CH3:32])[C:24]2[C:23]3[CH:22]=[CH:21][CH:20]=[CH:19][C:18]=3[N:17]=[CH:16][C:15]=2[N:14]=[CH:13]1>C(Cl)(Cl)Cl>[O-:6][N+:17]1[C:18]2[CH:19]=[CH:20][CH:21]=[CH:22][C:23]=2[C:24]2[N:12]([CH2:25][CH2:26][CH2:27][NH:28][C:29](=[O:35])[O:30][C:31]([CH3:32])([CH3:34])[CH3:33])[CH:13]=[N:14][C:15]=2[CH:16]=1. Reported procedure: 3-Chloroperoxybenzoic acid (3.71 g of ˜60%, 13.48 mmol) was added in small portions over a period of 20 minutes to a solution of tert-butyl 3-(1H-imidazo[4,5-c]quinolin-1-yl)propylcarbamate (4.0 g, 12.25 mmol) in chloroform (175 mL). After 1 hour the reaction was quenched with aqueous I% sodium carbonate solution. The layers were separated. The organic layer was washed with aqueous 1% sodium carbonate solution (3×100 mL). The aqueous layer was extracted with chloroform (2×100 mL). The organic la... Starting materials: C1(CC1)B(O)O (Cyclopropylboronic acid), C1(CCCCC1)P(C1=C(C=CC=C1)C1=C(C=CC=C1OC)OC)C1CCCCC1 (2-dicyclohexylphosphino-2′,6′-dimethoxybiphenyl), P(=O)([O-])([O-])[O-].[K+].[K+].[K+] (tripotassium phosphate), C(C)OC(=O)C1=CN(C2=CC=C(C=C12)Br)C (5-bromo-1-methyl-1H-indole-3-carboxylic acid ethyl ester). The reagents and catalysts are C(C)(=O)[O-].[Pd+2].C(C)(=O)[O-] (palladium (II) acetate). The solvent is O1CCCC1 (tetrahydrofuran), O (water). Reaction conditions: temperature 75 celsius, time 5 hour. Yields the product C(C)OC(=O)C1=CN(C2=CC=C(C=C12)C1CC1)C (5-cyclopropyl-1-methyl-1H-indole-3-carboxylic acid ethyl ester). Isolated yield 93.0%. RXN SMILES: [CH:1]1(B(O)O)[CH2:3][CH2:2]1.C1(P(C2CCCCC2)C2C=CC=CC=2C2C(OC)=CC=CC=2OC)CCCCC1.P([O-])([O-])([O-])=O.[K+].[K+].[K+].[CH2:44]([O:46][C:47]([C:49]1[C:57]2[C:52](=[CH:53][CH:54]=[C:55](Br)[CH:56]=2)[N:51]([CH3:59])[CH:50]=1)=[O:48])[CH3:45]>O1CCCC1.C([O-])(=O)C.[Pd+2].C([O-])(=O)C.O>[CH2:44]([O:46][C:47]([C:49]1[C:57]2[C:52](=[CH:53][CH:54]=[C:55]([CH:1]3[CH2:3][CH2:2]3)[CH:56]=2)[N:51]([CH3:59])[CH:50]=1)=[O:48])[CH3:45] |f:2.3.4.5,8.9.10|. Reported procedure: Cyclopropylboronic acid (457 mg), palladium (II) acetate (79.5 mg), 2-dicyclohexylphosphino-2′,6′-dimethoxybiphenyl (S-Phos) (290 mg) and tripotassium phosphate (1.88 g) were added at room temperature to a solution of 5-bromo-1-methyl-1H-indole-3-carboxylic acid ethyl ester (1.0 g) described in Reference Example 52(2) in tetrahydrofuran (14 ml), and the mixture was stirred at 75° C. for five hours. After completion of the reaction, the reaction solution was cooled to room temperature, water was ... Starting materials: C(O)([O-])=O.[Na+] (sodium hydrogen carbonate), ClC1=CC=C(C=C1)NC=1N=C(C(=NC1)N)N1N=C(C=C1C)C (5-(4-Chloro-phenylamino)-3-(3,5-dimethyl-pyrazol-1-yl) -pyrazine-2-amine), [Na] (Sodium), C(C)=O (Acetaldehyde). Solvent: ClCCl (dichloromethane), ClC(C)Cl (dichloroethane). Run at time 1 hour. Product: ClC1=CC=C(C=C1)NC=1N=C(C(=NC1)NCC)N1N=C(C=C1C)C (5-(4-chloro-phenylamino)-3-(3,5-dimethyl-pyrazol-1-yl)-2-ethylamino-pyrazine). Isolated yield 9.5%. As a reaction SMILES: [Cl:1][C:2]1[CH:7]=[CH:6][C:5]([NH:8][C:9]2[N:10]=[C:11]([N:16]3[C:20]([CH3:21])=[CH:19][C:18]([CH3:22])=[N:17]3)[C:12]([NH2:15])=[N:13][CH:14]=2)=[CH:4][CH:3]=1.[CH:23](=O)[CH3:24].[Na].C(=O)([O-])O.[Na+]>ClC(Cl)C.ClCCl>[Cl:1][C:2]1[CH:3]=[CH:4][C:5]([NH:8][C:9]2[N:10]=[C:11]([N:16]3[C:20]([CH3:21])=[CH:19][C:18]([CH3:22])=[N:17]3)[C:12]([NH:15][CH2:23][CH3:24])=[N:13][CH:14]=2)=[CH:6][CH:7]=1 |f:3.4,^1:25|. Procedure details: 5-(4-Chloro-phenylamino)-3-(3,5-dimethyl-pyrazol-1-yl) -pyrazine-2-amine (84 mg, 1.5 mmol) was dissolved in dichloroethane (4 mL). Acetaldehyde (83 μL, 1.5 mmol) was added and the reaction mixture was stirred for one hour at room temperature. Sodium triaceoxyborohydride (70 mg, 0.3 mmol) was added and the reaction mixture was stirred overnight at room temperature. Aqueous sodium hydrogen carbonate and dichloromethane were added. The phases were separated and the aqueous phase was extracted with ... Reactants: CC(C(=O)N1CC(C1)CC=1N(C2=NC(=NC(=C2N1)N1CCOCC1)N1C(=NC2=C1C=CC=C2)C(C)C)C)(C)OC(C)=O (acetic acid 1,1-dimethyl-2-{3-[9-methyl-2-(2-isopropylbenzoimidazol-1-yl)-6-morpholin-4-yl-9H-purin-8-ylmethyl]azetidin-1-yl}-2-oxoethyl ester), [Li+].[OH-] (LiOH), [Li+].[OH-] (LiOH). Solvent: C1CCOC1 (THF), CO (MeOH). Conditions: time 18 hour. The product is OC(C(=O)N1CC(C1)CC=1N(C2=NC(=NC(=C2N1)N1CCOCC1)N1C(=NC2=C1C=CC=C2)C(C)C)C)(C)C (2-hydroxy-1-(3-((2-(2-isopropyl-1H-benzo[d]imidazol-1-yl)-9-methyl-6-morpholino-9H-purin-8-yl)methyl)azetidin-1-yl)-2-methylpropan-1-one). Isolated yield 68.5%. RXN SMILES: [CH3:1][C:2]([O:39]C(=O)C)([CH3:38])[C:3]([N:5]1[CH2:8][CH:7]([CH2:9][C:10]2[N:11]([CH3:37])[C:12]3[C:17]([N:18]=2)=[C:16]([N:19]2[CH2:24][CH2:23][O:22][CH2:21][CH2:20]2)[N:15]=[C:14]([N:25]2[C:29]4[CH:30]=[CH:31][CH:32]=[CH:33][C:28]=4[N:27]=[C:26]2[CH:34]([CH3:36])[CH3:35])[N:13]=3)[CH2:6]1)=[O:4].[Li+].[OH-]>C1COCC1.CO>[OH:39][C:2]([CH3:38])([CH3:1])[C:3]([N:5]1[CH2:8][CH:7]([CH2:9][C:10]2[N:11]([CH3:37])[C:12]3[C:17]([N:18]=2)=[C:16]([N:19]2[CH2:24][CH2:23][O:22][CH2:21][CH2:20]2)[N:15]=[C:14]([N:25]2[C:29]4[CH:30]=[CH:31][CH:32]=[CH:33][C:28]=4[N:27]=[C:26]2[CH:34]([CH3:35])[CH3:36])[N:13]=3)[CH2:6]1)=[O:4] |f:1.2|. Reported procedure: A mixture of acetic acid 1,1-dimethyl-2-{3-[9-methyl-2-(2-isopropylbenzoimidazol-1-yl)-6-morpholin-4-yl-9H-purin-8-ylmethyl]azetidin-1-yl}-2-oxoethyl ester (56 mg, 0.17 mmol) and LiOH (84 μL, 0.33 mmol, 4M solution) in THF (3 mL) and MeOH (1 mL) was allowed to stir at r.t. for 18 h. Further LiOH (495 μL, 1.98 mmol, 4M solution) and the mixture stirred at 50° C. for 5 days. The reaction mixture was concentrated in vacuo and the resulting residue loaded onto an Isolute® SCX-2 cartridge which was w... Reaction SMILES: [F:1][CH:2]([F:22])[C:3]1[N:8]=[C:7]([C:9]([F:12])([F:11])[F:10])[C:6]([C:13](=[O:16])[S:14][CH3:15])=[C:5]([NH2:17])[C:4]=1[C:18](=[O:21])SC.C(O)C.[OH-:26].[Na+]>C(OCC)(=O)C>[NH2:17][C:5]1[C:4]([C:18]([OH:21])=[O:26])=[C:3]([CH:2]([F:1])[F:22])[N:8]=[C:7]([C:9]([F:12])([F:10])[F:11])[C:6]=1[C:13]([S:14][CH3:15])=[O:16] |f:2.3|. Solvent: C(C)(=O)OCC (ethyl acetate). Procedure details: A solution of 40.8 g (0.113 mol) of product of Example 191, 400 ml of ethanol and 4.5 g (0.113 mol) of 10% aqueous sodium hydroxide was stirred at 25° C. for 5 days. Another 2 g (0.05 mol) of sodium hydroxide was added and stirring continued for 24 hours. The reaction mixture was then diluted with ethyl acetate and washed with three 500 ml portions of 5% HCl, dried (CaSO4), filtered and concentrated to 31.4 g (84%) of product as a yellow solid; mp 219° C. (dec). The reactants are FC(C1=C(C(=C(C(=N1)C(F)(F)F)C(SC)=O)N)C(SC)=O)F (S,S-Dimethyl 6-(difluoromethyl)-4-amino-2-(trifluoromethyl)-3,5-pyridinedicarbothioate), C(C)O (ethanol), [OH-].[Na+] (sodium hydroxide), [OH-].[Na+] (sodium hydroxide). Product: NC1=C(C(=NC(=C1C(=O)O)C(F)F)C(F)(F)F)C(=O)SC (4-Amino-6-(difluoromethyl)-3-[(methylthio) carbonyl]-2-(trifluoromethyl)-5-pyridinecarboxylic acid). Reaction conditions: time 24 hour. The reactants are C(C)(C)(C)CC(=O)Cl (tert-butyl acetyl chloride), [N+](=[N-])=C (diazomethane), C(C)(=O)O (Acetic acid). Run in C(C)OCC (ethyl ether), C(C)OCC (diethyl ether). Conditions: time 30 minute. The product is [N+](=[N-])=CC(CC(C)(C)C)=O (1-diazo-4,4-dimethyl-2-pentanone). As a reaction SMILES: [C:1]([CH2:5][C:6](Cl)=[O:7])([CH3:4])([CH3:3])[CH3:2].[N+:9](=[CH2:11])=[N-:10].C(O)(=O)C>C(OCC)C>[N+:9](=[CH:11][C:6](=[O:7])[CH2:5][C:1]([CH3:4])([CH3:3])[CH3:2])=[N-:10]. Procedure: A solution of tert-butyl acetyl chloride (1.136 grams) in dry ethyl ether (10 mL) was slowly added to a 0° C. diethyl ether (20 mL) solution of freshly generated diazomethane (from 20 grams Diazald). After stirring for 30 minutes, the reaction was warmed to ambient temperature for another 30 minutes. Acetic acid (2 mL) was added and the reaction partitioned between methyl tert-butyl ether and water. The organic was washed once with water, dried over magnesium sulfate and filtered. Concentration ... The reactants are O1C=C(C=C1)C(=O)O (3-furancarboxylic acid), C(=O)(N1C=NC=C1)N1C=NC=C1 (1,1′-carbonylbis-1H-imidazole), Cl (hydrochloric acid), [Mg+].C(CC(=O)[O-])(=O)OCC (monoethyl malonate magnesium salt). The solvent is O1CCCC1 (tetrahydrofuran), O (water), C(C)(=O)OCC (Ethyl acetate). Run at temperature 60 celsius, time 2 hour. The product is O1C=C(C=C1)C(CC(=O)OCC)=O (ethyl 3-(3-furanyl)-3-oxopropionate). Isolated yield 184.4%. As a reaction SMILES: [O:1]1[CH:5]=[CH:4][C:3]([C:6]([OH:8])=O)=[CH:2]1.C(N1C=CN=C1)(N1C=CN=C1)=O.[Mg+].[C:22]([O:28][CH2:29][CH3:30])(=[O:27])[CH2:23]C([O-])=O.Cl>O1CCCC1.O.C(OCC)(=O)C>[O:1]1[CH:5]=[CH:4][C:3]([C:6](=[O:8])[CH2:23][C:22]([O:28][CH2:29][CH3:30])=[O:27])=[CH:2]1 |f:2.3|. Reported procedure: To a solution of 3-furancarboxylic acid (25.5 g, 227 mmol) in tetrahydrofuran (200 ml) was added 1,1′-carbonylbis-1H-imidazole (40.5 g, 250 mmol) and the mixture was stirred at 60° C. for 2 hrs. To the reaction solution was added monoethyl malonate magnesium salt (35.8 g, 125 mmol) and the mixture was heated under reflux for 30 min. Ethyl acetate (50 ml) and water (50 ml) were added the reaction solution, and conc. hydrochloric acid was added until the aqueous layer showed acidic pH. The reactio...